Dataset: the Open Reaction Database (ORD), a public repository of structured organic reaction records. Task: describe an organic reaction: reactants, conditions, products, and yield Reactants: [N+](=O)([O-])C1=CC=C(OC=2C=NC=CC2)C=C1 (3-(4-nitrophenoxy)pyridine). Reagents/catalysts: CCOC(=O)C (EtOAc). Run in C(C)OCC (diethyl ether), CCOC(=O)C (EtOAc). Reaction conditions: time 3.5 hour. Yields the product N1=CC(=CC=C1)OC1=CC=C(N)C=C1 (4-(pyridin-3-yloxy)aniline). The yield is 95.4%. As a reaction SMILES: [N+:1]([C:4]1[CH:16]=[CH:15][C:7]([O:8][C:9]2[CH:10]=[N:11][CH:12]=[CH:13][CH:14]=2)=[CH:6][CH:5]=1)([O-])=O>CCOC(C)=O.C(OCC)C>[N:11]1[CH:12]=[CH:13][CH:14]=[C:9]([O:8][C:7]2[CH:15]=[CH:16][C:4]([NH2:1])=[CH:5][CH:6]=2)[CH:10]=1. Reported procedure: A solution of 3-(4-nitrophenoxy)pyridine (5.00 g, 23.13 mmol) in EtOAc (100 mL) in a 250 ml Parr bottle was purged with nitrogen. To this solution was added EtOAc-moistened 10% Pd/C catalyst (500 mg, 10% by weight). The reaction flask was placed in a Parr hygrogenation apparatus, purged with nitrogen (5×), evacuated, and then pressurized to 40 psi with hydrogen and shaken for 3.5 h. The reaction mixture was then purged with nitrogen, and filtered through a pad of Celite®, rinsing with ethyl acet... The reactants are CCCCc1ccc(-c2cc3ccccc3c(=O)[nH]2)cc1, O=P(Cl)(Cl)Cl. The product is CCCCc1ccc(-c2cc3ccccc3c(Cl)n2)cc1. RXN SMILES: [CH2:1]([CH2:2][CH2:3][CH3:4])[c:5]1[cH:6][cH:7][c:8](-[c:11]2[nH:12][c:13](=[O:21])[c:14]3[cH:15][cH:16][cH:17][cH:18][c:19]3[cH:20]2)[cH:9][cH:10]1.[P:22]([Cl:23])([Cl:24])([Cl:25])=[O:26]>>[CH2:1]([CH2:2][CH2:3][CH3:4])[c:5]1[cH:6][cH:7][c:8](-[c:11]2[n:12][c:13]([Cl:24])[c:14]3[cH:15][cH:16][cH:17][cH:18][c:19]3[cH:20]2)[cH:9][cH:10]1. Starting materials: CCCCCCCCCCCCCC(=O)OCC, Cc1ccccc1, CCOC(C)=O, CN1CCCC1CCN, [Na+], [OH-], O. Product: CCCCCCCCCCCCCC(=O)NCCC1CCCN1C. Reaction SMILES: [CH2:17]([O:19][C:20](=[O:18])[CH2:21][CH2:22][CH2:23][CH2:24][CH2:25][CH2:26][CH2:27][CH2:28][CH2:29][CH2:30][CH2:31][CH2:32][CH3:33])[CH3:34].[CH3:10][c:11]1[cH:12][cH:13][cH:14][cH:15][cH:16]1.[CH3:37][CH2:38][O:39][C:40](=[O:41])[CH3:42].[NH2:1][CH2:2][CH2:3][CH:4]1[N:5]([CH3:9])[CH2:6][CH2:7][CH2:8]1.[Na+:36].[OH-:35].[OH2:43]>>[NH:1]([CH2:2][CH2:3][CH:4]1[N:5]([CH3:9])[CH2:6][CH2:7][CH2:8]1)[C:20](=[O:19])[CH2:21][CH2:22][CH2:23][CH2:24][CH2:25][CH2:26][CH2:27][CH2:28][CH2:29][CH2:30][CH2:31][CH2:32][CH3:33].